From a dataset of the Open Reaction Database (ORD), a public repository of structured organic reaction records. describe an organic reaction: reactants, conditions, products, and yield Starting materials: ClC=1SC(=CC1)C=C[N+](=O)[O-] (2-chloro-5-(2-nitrovinyl)thiophene), CN(C([S-])=S)C.C[NH2+]C (dimethylammonium dimethyldithiocarbamate). Run in C(=S)=S (carbon disulfide). Product: CN(C(SC(C1=CC=C(S1)Cl)C[N+](=O)[O-])=S)C (5-chloro-α-(nitromethyl)-2-thenyl dimethyldithiocarbamate). Reaction SMILES: [Cl:1][C:2]1[S:3][C:4]([CH:7]=[CH:8][N+:9]([O-:11])=[O:10])=[CH:5][CH:6]=1.[CH3:12][N:13]([CH3:17])[C:14](=[S:16])[S-:15].C[NH2+]C>C(=S)=S>[CH3:12][N:13]([CH3:17])[C:14](=[S:15])[S:16][CH:7]([CH2:8][N+:9]([O-:11])=[O:10])[C:4]1[S:3][C:2]([Cl:1])=[CH:6][CH:5]=1 |f:1.2|. Reported procedure: As in Example 17, reaction of 2-chloro-5-(2-nitrovinyl)thiophene with dimethylammonium dimethyldithiocarbamate in the presence of carbon disulfide gave 5-chloro-α-(nitromethyl)-2-thenyl dimethyldithiocarbamate melting at 76° C.-77° C., after recrystallization without heating from acetone-methanol solution. Starting materials: IC=1C=CC=C2C(N(C(=NC12)NC1(CC1)C)C)=O (8-iodo-3-methyl-2-((1-methylcyclopropyl)amino)quinazolin-4(3H)-one), C[C@H]1NC(C2=C1NC(=C2)B2OC(C(O2)(C)C)(C)C)=O ((R)-6-methyl-2-(4,4,5,5-tetramethyl-1,3,2-dioxaborolan-2-yl)-5,6-dihydropyrrolo[3,4-b]pyrrol-4(1H)-one). Yields the product CN1C(=NC2=C(C=CC=C2C1=O)C1=CC2=C(N1)[C@H](NC2=O)C)NC2(CC2)C (3-methyl-2-((1-methylcyclopropyl)amino)-8-((6R)-6-methyl-4-oxo-1,4,5,6-tetrahydropyrrolo[3,4-b]pyrrol-2-yl)-4(3H)-quinazolinone). The yield is 52.0%. RXN SMILES: I[C:2]1[CH:3]=[CH:4][CH:5]=[C:6]2[C:11]=1[N:10]=[C:9]([NH:12][C:13]1([CH3:16])[CH2:15][CH2:14]1)[N:8]([CH3:17])[C:7]2=[O:18].[CH3:19][C@@H:20]1[C:24]2[NH:25][C:26](B3OC(C)(C)C(C)(C)O3)=[CH:27][C:23]=2[C:22](=[O:37])[NH:21]1>>[CH3:17][N:8]1[C:7](=[O:18])[C:6]2[C:11](=[C:2]([C:26]3[NH:25][C:24]4[C@@H:20]([CH3:19])[NH:21][C:22](=[O:37])[C:23]=4[CH:27]=3)[CH:3]=[CH:4][CH:5]=2)[N:10]=[C:9]1[NH:12][C:13]1([CH3:16])[CH2:15][CH2:14]1. Procedure details: This compound (85 mg, 52% yield) as a brown solid was prepared according to the procedure described for Example 448, using 8-iodo-3-methyl-2-((1-methylcyclopropyl)amino)quinazolin-4(3H)-one (713) (160 mg, 0.45 mmol) and (R)-6-methyl-2-(4,4,5,5-tetramethyl-1,3,2-dioxaborolan-2-yl)-5,6-dihydropyrrolo[3,4-b]pyrrol-4(1H)-one (705) (130 mg, 0.50 mmol) as the starting materials. 1H NMR (400 MHz, DMSO-d6) δ ppm 13.02 (1H, br.), 8.13 (1H, dd, J=7.6, 1.4 Hz), 7.83 (1H, dd, J=7.8, 1.4 Hz), 7.69 (2H, d, J=... Starting materials: BrC=1C=C2CCCN(C2=CC1)C(CCl)=O (1-(6-bromo-3,4-dihydroquinolin-1(2H)-yl)-2-chloroethanone), BrC=1C=C2CCCN(C2=CC1)C(CCl)=O (1-(6-bromo-3,4-dihydroquinolin-1(2H)-yl)-2-chloroethanone), C([O-])([O-])=O.[K+].[K+] (potassium carbonate), CNCCO (2-(methylamino)ethanol). Run in C(C)#N (acetonitrile), O (water). Conditions: temperature 80 celsius, time 8 hour. Yields the product BrC=1C=C2CCCN(C2=CC1)CCN(CCO)C (2-((2-(6-Bromo-3,4-dihydroquinolin-1(2H)-yl)ethyl)(methyl)amino)ethanol). Isolated yield 83.9%. As a reaction SMILES: [Br:1][C:2]1[CH:3]=[C:4]2[C:9](=[CH:10][CH:11]=1)[N:8]([C:12](=O)[CH2:13]Cl)[CH2:7][CH2:6][CH2:5]2.C(=O)([O-])[O-].[K+].[K+].[CH3:22][NH:23][CH2:24][CH2:25][OH:26]>C(#N)C.O>[Br:1][C:2]1[CH:3]=[C:4]2[C:9](=[CH:10][CH:11]=1)[N:8]([CH2:12][CH2:13][N:23]([CH3:22])[CH2:24][CH2:25][OH:26])[CH2:7][CH2:6][CH2:5]2 |f:1.2.3|. Reported procedure: A solution of 6-bromo-1-(2-iodoethyl)-1,2,3,4-tetrahydroquinoline (compound 1, 0.475 g, 1.298 mmol) in acetonitrile (19 mL) and water (1 mL) in a 50 mL pressure vessel fitted with a stir-bar was treated with potassium carbonate (1.793 g, 12.98 mmol) and 2-(methylamino)ethanol (0.975 g, 12.98 mmol) and the sealed vessel stirred at 80° C. overnight. After 18 hours the mixture was partitioned between CH2Cl2 (100 mL) and water (20 mL) and transferred to a separatory funnel. The organic layer was sep...